Task: describe an organic reaction: reactants, conditions, products, and yield. Dataset: the Open Reaction Database (ORD), a public repository of structured organic reaction records Starting materials: C1CCOC1, COC(=O)c1ccc(-c2nnc(CSCCCOc3ccccc3)o2)cc1, [Li+], [OH-], O. Yields the product O=C(O)c1ccc(-c2nnc(CSCCCOc3ccccc3)o2)cc1. Reaction SMILES: [CH2:30]1[O:31][CH2:32][CH2:33][CH2:34]1.[CH3:1][O:2][C:3]([c:4]1[cH:5][cH:6][c:7](-[c:10]2[o:11][c:12]([CH2:15][S:16][CH2:17][CH2:18][CH2:19][O:20][c:21]3[cH:22][cH:23][cH:24][cH:25][cH:26]3)[n:13][n:14]2)[cH:8][cH:9]1)=[O:27].[Li+:28].[OH-:29].[OH2:35]>>[O:2]=[C:3]([c:4]1[cH:5][cH:6][c:7](-[c:10]2[o:11][c:12]([CH2:15][S:16][CH2:17][CH2:18][CH2:19][O:20][c:21]3[cH:22][cH:23][cH:24][cH:25][cH:26]3)[n:13][n:14]2)[cH:8][cH:9]1)[OH:27]. Starting materials: ClC1=CC(=C(C(=O)O)C=C1)NS(=O)(=O)C (4-chloro-2-(methylsulphonylamino)benzoic acid), S(=O)(Cl)Cl (Thionyl chloride), CO (methanol), S(=O)(Cl)Cl (thionyl chloride). Conditions: time 0.5 hour. Product: ClC1=CC(=C(C(=O)OC)C=C1)NS(=O)(=O)C (methyl 4-chloro-2-(methylsulphonylamino)benzoate). RXN SMILES: S(Cl)(Cl)=O.[Cl:5][C:6]1[CH:14]=[CH:13][C:9]([C:10]([OH:12])=[O:11])=[C:8]([NH:15][S:16]([CH3:19])(=[O:18])=[O:17])[CH:7]=1.[CH3:20]O>>[Cl:5][C:6]1[CH:14]=[CH:13][C:9]([C:10]([O:12][CH3:20])=[O:11])=[C:8]([NH:15][S:16]([CH3:19])(=[O:17])=[O:18])[CH:7]=1. Procedure: Thionyl chloride (21 ml) was added to methanol at 10° C. and the solution stirred for 0.5 hours before being added to 4-chloro-2-(methylsulphonylamino)benzoic acid (11.1 g). The mixture was heated under reflux conditions for 2 days after which time a further addition of thionyl chloride (6 ml) was made and reflux resumed for a further 2 days. The solvent was evaporated to dryness, water added and the mixture extracted with ethyl acetate. The extract was washed with sodium hydroxide solution (2N)... Starting materials: ClC=1C=CC(=C(C1)C1=CC(=C(C=C1)C(=O)NC(CC)CC)F)O (5′-chloro-N-(1-ethylpropyl)-3-fluoro-2′-hydroxy-[1,1′-biphenyl]-4-carboxamide), CC1=CC=C(O[C@@H](C(=O)OC)C)C=C1 ((2R)-2-(4-methylphenoxy)-propanoic acid, methyl ester), C([O-])([O-])=O.[K+].[K+] (potassium carbonate). Solvent: C(C)#N (acetonitrile), O (water). Run at temperature 50 celsius, time 16 hour. The product is ClC=1C=CC(=C(C1)C1=CC(=C(C=C1)C(=O)NC(CC)CC)F)O[C@H](C(=O)O)C ((2S)-2-[[5-chloro-4′-[[(1-ethylpropyl)amino]carbonyl]-3′-fluoro[1,1′-biphenyl]-2-yl]oxy]-propanoic acid). RXN SMILES: [Cl:1][C:2]1[CH:3]=[CH:4][C:5]([OH:23])=[C:6]([C:8]2[CH:13]=[CH:12][C:11]([C:14]([NH:16][CH:17]([CH2:20][CH3:21])[CH2:18][CH3:19])=[O:15])=[C:10]([F:22])[CH:9]=2)[CH:7]=1.CC1C=CC(O[C@H:30]([CH3:35])[C:31]([O:33]C)=[O:32])=CC=1.C(=O)([O-])[O-].[K+].[K+]>C(#N)C.O>[Cl:1][C:2]1[CH:3]=[CH:4][C:5]([O:23][C@@H:30]([CH3:35])[C:31]([OH:33])=[O:32])=[C:6]([C:8]2[CH:13]=[CH:12][C:11]([C:14]([NH:16][CH:17]([CH2:18][CH3:19])[CH2:20][CH3:21])=[O:15])=[C:10]([F:22])[CH:9]=2)[CH:7]=1 |f:2.3.4|. Procedure: The product of step c) (300 mg), the product of step d) (219 mg) and potassium carbonate (135 mg) in acetonitrile (10 ml) were charged to a flask and stirred at 50° C. for 16 h. The reaction mixture was cooled, diluted with water (20 ml) and extracted with diethyl ether (3×10 ml). The organic fractions were washed with brine, dried (MgSO4) and concentrated in vacuo. The resulting yellow oil was dissolved in a 1:1 mixture of THF/methanol (10 ml) and 1M NaOH added (1.1 ml). The mixture was stirred... Reactants: ice water, C(CCC)C1=CC=C(C=C1)C(=O)C1=NC=CC2=CC=CC=C12 ((4-Butylphenyl)(1-isoquinolyl)ketone), O.NN (hydrazine monohydrate), [OH-].[K+] (potassium hydroxide). The solvent is C(COCCO)O (diethylene glycol). Conditions: temperature 160 celsius, time 3.5 hour. Product: C(CCC)C1=CC=C(CC2=NC=CC3=CC=CC=C23)C=C1 (1-(4-Butylbenzyl)Isoquinoline). The yield is 55.3%. RXN SMILES: [CH2:1]([C:5]1[CH:10]=[CH:9][C:8]([C:11]([C:13]2[C:22]3[C:17](=[CH:18][CH:19]=[CH:20][CH:21]=3)[CH:16]=[CH:15][N:14]=2)=O)=[CH:7][CH:6]=1)[CH2:2][CH2:3][CH3:4].O.NN.[OH-].[K+]>C(O)COCCO>[CH2:1]([C:5]1[CH:10]=[CH:9][C:8]([CH2:11][C:13]2[C:22]3[C:17](=[CH:18][CH:19]=[CH:20][CH:21]=3)[CH:16]=[CH:15][N:14]=2)=[CH:7][CH:6]=1)[CH2:2][CH2:3][CH3:4] |f:1.2,3.4|. Procedure: The compound of Example B3 (1.7 g, 6.0 mmol), hydrazine monohydrate (836 mg, 17 mmol), and potassium hydroxide (769 mg, 14 mmol) were added to diethylene glycol (8.5 ml), and this mixture was stirred at 80° C. for 1 hour, at 160° C. for 3.5 hours, then at 200° C. for 1 hour. The mixture was cooled to room temperature, ice water was added, and this was extracted with ethyl acetate. The extract was washed with water, dried over anhydrous magnesium sulfate, and concentrated under reduced pressure. ... Starting materials: ClC1=CC(=C(C=C1)C(CC#N)=O)F (3-(4-chloro-2-fluorophenyl)-3-oxopropanenitrile), C(C)(=O)O (acetic acid), CN(/C=C/C=O)C ((E)-3-(dimethylamino)acrylaldehyde), C(C)(=O)OCC (Ethyl acetate). Solvent: CN(C)C=O (DMF). Yields the product ClC1=CC=C2C(C=3C(=NC=CC3)OC2=C1)=O (8-chloro-5H-chromeno[2,3-b]pyridin-5-one). Isolated yield 10.2%. As a reaction SMILES: CN(C)/[CH:3]=[CH:4]/[CH:5]=O.[Cl:8][C:9]1[CH:14]=[CH:13][C:12]([C:15](=[O:19])[CH2:16][C:17]#[N:18])=[C:11](F)[CH:10]=1.C(O)(=[O:23])C.C(OCC)(=O)C>CN(C=O)C>[Cl:8][C:9]1[CH:10]=[C:11]2[C:12]([C:15](=[O:19])[C:16]3[C:17]([O:23]2)=[N:18][CH:3]=[CH:4][CH:5]=3)=[CH:13][CH:14]=1. Reported procedure: A mixture of (E)-3-(dimethylamino)acrylaldehyde (3.26 g, 32.9 mmol), the product from Step 1 (5.00 g, 25.3 mmol) and acetic acid (7.24 mL, 127 mmol) in DMF (40 mL) was heated to 120° C. for 48 h and cooled to room temperature. Ethyl acetate (400 mL) was added and the mixture washed with saturated NaHCO3 (40 mL), water (40 mL), brine (40 mL), dried (MgSO4) and concentrated. The residue was purified by flash column chromatography (silica, 10-40% ethyl acetate in hexanes) to provide 8-chloro-5H-chr...